Dataset: the Open Reaction Database (ORD), a public repository of structured organic reaction records. Task: describe an organic reaction: reactants, conditions, products, and yield The reactants are FC(C=1NC(=C(C(C1C(=O)OCC)CCC)C(=O)OCC)C(F)(F)F)(F)F (diethyl 2,6-bis(trifluoromethyl)-1,4-dihydro-4-n-propyl-3,5-pyridinedicarboxylate), C1CCC2=NCCCN2CC1 (DBU), ice water. Run in C1CCOC1 (THF). Yields the product FC(C1=NC(=C(C(=C1C(=O)OCC)CCC)C(=O)OCC)C(F)(F)F)F (diethyl 2-(difluoromethyl)4-n-propyl-6-(trifluoromethyl)-3,5-pyridinedicarboxylate). Isolated yield 64.7%. Reaction SMILES: [F:1][C:2]([F:27])([F:26])[C:3]1[NH:4][C:5]([C:22](F)([F:24])[F:23])=[C:6]([C:17]([O:19][CH2:20][CH3:21])=[O:18])[CH:7]([CH2:14][CH2:15][CH3:16])[C:8]=1[C:9]([O:11][CH2:12][CH3:13])=[O:10].C1CCN2C(=NCCC2)CC1>C1COCC1>[F:24][CH:22]([F:23])[C:5]1[C:6]([C:17]([O:19][CH2:20][CH3:21])=[O:18])=[C:7]([CH2:14][CH2:15][CH3:16])[C:8]([C:9]([O:11][CH2:12][CH3:13])=[O:10])=[C:3]([C:2]([F:27])([F:1])[F:26])[N:4]=1. Procedure details: A mixture of 20.0 g (0.05 mole) of diethyl 2,6-bis(trifluoromethyl)-1,4-dihydro-4-n-propyl-3,5-pyridinedicarboxylate, 7.62 g (0.05 mole) of DBU, and 200 ml of THF is held at reflux for 9 hours, cooled and poured into 500 ml of ice water. The mixture is extracted with ether (2×200 ml). The ether extract is washed with diluted hydrochloric acid, dried (MgSO4), and concentrated to give 12.4 g (64.5%) of the desired product, nD25 1.4436. Starting materials: COC1=C(C(=O)O)C(=CC=C1)C (2-methoxy-6-methylbenzoic acid), B(Br)(Br)Br (BBr3). Run in C(Cl)Cl (CH2Cl2), C(Cl)Cl (CH2Cl2). Run at time 14 hour. Product: OC1=C(C(=O)O)C(=CC=C1)C (2-hydroxy-6-methylbenzoic acid). The yield is 103.3%. RXN SMILES: C[O:2][C:3]1[CH:11]=[CH:10][CH:9]=[C:8]([CH3:12])[C:4]=1[C:5]([OH:7])=[O:6].B(Br)(Br)Br>C(Cl)Cl>[OH:2][C:3]1[CH:11]=[CH:10][CH:9]=[C:8]([CH3:12])[C:4]=1[C:5]([OH:7])=[O:6]. Procedure: In a solution of 2-methoxy-6-methylbenzoic acid ethyl ester (5 g, 25.77 mmol) and NaOH (6.18 g, 154.64 mmol) in EtOH (100 mL) and water (40 mL) was stirred at reflux for 24 hours. EtOH was then removed using a rotary evaporator and the aqueous was acidified with HCl (1 N) to pH=4. Extract with CH2Cl2 (3×100 mL) followed by concentration using a rotary evaporator afforded 4.25 g of 2-methoxy-6-methylbenzoic acid (100%) as a white solid. To a solution of 2-methoxy-6-methylbenzoic acid (3.5 g, 21 m...